Dataset: the Open Reaction Database (ORD), a public repository of structured organic reaction records. Task: describe an organic reaction: reactants, conditions, products, and yield The reactants are CCN=C=NCCCN(C)C, CN(C)C=O, CCN(C(C)C)C(C)C, Cl, N#Cc1cnc2c(sc3ccc(N)cc32)c1Nc1cccc(Br)c1, C1CCOC1, C=CC(=O)O. Yields the product C=CC(=O)Nc1ccc2sc3c(Nc4cccc(Br)c4)c(C#N)cnc3c2c1. RXN SMILES: [CH3:26][N:27]([CH3:28])[CH2:29][CH2:30][CH2:31][N:32]=[C:33]=[N:34][CH2:35][CH3:36].[CH3:51][N:52]([CH3:53])[CH:54]=[O:55].[CH:42]([N:43]([CH:44]([CH3:45])[CH3:46])[CH2:47][CH3:48])([CH3:49])[CH3:50].[ClH:25].[NH2:1][c:2]1[cH:3][cH:4][c:5]2[c:6]([cH:7]1)[c:8]1[n:9][cH:10][c:11]([C:23]#[N:24])[c:12]([NH:15][c:16]3[cH:17][c:18]([Br:22])[cH:19][cH:20][cH:21]3)[c:13]1[s:14]2.[O:56]1[CH2:57][CH2:58][CH2:59][CH2:60]1.[OH:37][C:38](=[O:39])[CH:40]=[CH2:41]>>[NH:1]([c:2]1[cH:3][cH:4][c:5]2[c:6]([cH:7]1)[c:8]1[n:9][cH:10][c:11]([C:23]#[N:24])[c:12]([NH:15][c:16]3[cH:17][c:18]([Br:22])[cH:19][cH:20][cH:21]3)[c:13]1[s:14]2)[C:38](=[O:37])[CH:40]=[CH2:41]. Starting materials: COc1c(C)c(Cc2cccc(C=O)c2OCc2ccccc2)c(OC)c(OC)c1OC, CC#N, [O-][Cl+][O-], [Na+], [Na+], O, OO, O=P([O-])(O)O. Yields the product COc1c(C)c(Cc2cccc(C(=O)O)c2OCc2ccccc2)c(OC)c(OC)c1OC. As a reaction SMILES: [CH3:13][O:14][c:15]1[c:16]([CH3:44])[c:17]([CH2:18][c:19]2[c:20]([O:27][CH2:28][c:29]3[cH:30][cH:31][cH:32][cH:33][cH:34]3)[c:21]([CH:22]=[O:23])[cH:24][cH:25][cH:26]2)[c:35]([O:42][CH3:43])[c:36]([O:40][CH3:41])[c:37]1[O:38][CH3:39].[CH3:46][C:47]#[N:48].[Cl+:7]([O-:8])[O-:9].[Na+:10].[Na+:1].[OH2:45].[OH:11][OH:12].[OH:2][P:3](=[O:4])([O-:5])[OH:6]>>[OH:11][C:22]([c:21]1[c:20]([O:27][CH2:28][c:29]2[cH:30][cH:31][cH:32][cH:33][cH:34]2)[c:19]([CH2:18][c:17]2[c:16]([CH3:44])[c:15]([O:14][CH3:13])[c:37]([O:38][CH3:39])[c:36]([O:40][CH3:41])[c:35]2[O:42][CH3:43])[cH:26][cH:25][cH:24]1)=[O:23]. Reactants: C(=O)(O)COC([C@@](CC1=CC(=C(C=C1)O)O)(C)NN)=O ((S)-3-(3,4-Dihydroxyphenyl)-2-hydrazino-2-methylpropionic acid carboxymethylester), BrCCCC(=O)OCC1=C(C=C(C=C1)OC)OC (2,4-dimethoxybenzyl γ-bromobutyrate). Yields the product OC=1C=C(C=CC1O)C[C@](C(=O)OCCCC(=O)O)(C)NN ((S)-4-[3-(3,4-Dihydroxyphenyl)-2-hydrazino-2-methylpropionyloxy]-butyric acid). Isolated yield 41.0%. RXN SMILES: [C:1]([CH2:4][O:5][C:6](=[O:20])[C@:7]([NH:18][NH2:19])([CH3:17])[CH2:8][C:9]1[CH:14]=[CH:13][C:12]([OH:15])=[C:11]([OH:16])[CH:10]=1)(O)=O.BrCC[CH2:24][C:25]([O:27]CC1C=CC(OC)=CC=1OC)=[O:26]>>[OH:16][C:11]1[CH:10]=[C:9]([CH2:8][C@@:7]([NH:18][NH2:19])([CH3:17])[C:6]([O:5][CH2:4][CH2:1][CH2:24][C:25]([OH:27])=[O:26])=[O:20])[CH:14]=[CH:13][C:12]=1[OH:15]. Reported procedure: Following the procedure described for preparation of compound 229, and substituting tert-butyl bromomethyl acetate with 2,4-dimethoxybenzyl γ-bromobutyrate, provided the title compound (41% over 2 steps) as a colorless thick liquid. 1H NMR (400 MHz, CD3OD): δ1.45 (3H, s), 1.95 (2H, q), 2.35 (2H, t), 2.86(2H, m), 4.21 (2H, m), 6.46 (1H, dd), 6.56(1H, d), 6.68 (1H, d). MS (ESI) m/z 313.21 (M+H+) and 311.18 (M−H−). Reactants: CC(C)(C)OC(=O)OC(=O)OC(C)(C)C, CC(Cl)OC(=O)Cl, CC(Cl)Cl, CN1CCC(N2CC(C)(C)Oc3cc(S(=O)(=O)c4ccccc4)ccc32)CC1. Yields the product CC1(C)CN(C2CCNCC2)c2ccc(S(=O)(=O)c3ccccc3)cc2O1. Reaction SMILES: [C:36]([O:37][C:38]([O:39][C:40]([O:41][C:42]([CH3:43])([CH3:44])[CH3:45])=[O:46])=[O:47])([CH3:48])([CH3:49])[CH3:50].[Cl:29][C:30]([O:31][CH:32]([Cl:33])[CH3:34])=[O:35].[Cl:51][CH:52]([Cl:53])[CH3:54].[c:1]1([S:7](=[O:8])(=[O:9])[c:10]2[cH:11][c:12]3[c:13]([cH:27][cH:28]2)[N:14]([CH:20]2[CH2:21][CH2:22][N:23]([CH3:26])[CH2:24][CH2:25]2)[CH2:15][C:16]([CH3:18])([CH3:19])[O:17]3)[cH:2][cH:3][cH:4][cH:5][cH:6]1>>[c:1]1([S:7](=[O:8])(=[O:9])[c:10]2[cH:11][c:12]3[c:13]([cH:27][cH:28]2)[N:14]([CH:20]2[CH2:21][CH2:22][NH:23][CH2:24][CH2:25]2)[CH2:15][C:16]([CH3:18])([CH3:19])[O:17]3)[cH:2][cH:3][cH:4][cH:5][cH:6]1. Reactants: NC1=CC(=C(C(=O)NCCN(CC)CC)C=C1Cl)OCCSC (4-amino-5-chloro-N-[2-(diethylamino)ethyl]-2-[2-(methylthio)ethoxy]benzamide), NC1=CC(=C(C(=O)NCCN(CC)CC)C=C1Cl)OCCCCSC (4-Amino-5-chloro-N-[2-(diethylamino]ethyl]-2-[4-(methylthio)butoxy]benzamide). Yields the product NC1=CC(=C(C(=O)NCCN(CC)CC)C=C1Cl)OCCCCS(=O)C (4-Amino-5-chloro-N-[2-(diethylamino)ethyl]-2-[4-(methylsulfinyl)butoxy]benzamide). Isolated yield 78.0%. RXN SMILES: NC1C(Cl)=CC(C(NCCN(CC)CC)=[O:7])=C(OCCSC)C=1.[NH2:24][C:25]1[C:40]([Cl:41])=[CH:39][C:28]([C:29]([NH:31][CH2:32][CH2:33][N:34]([CH2:37][CH3:38])[CH2:35][CH3:36])=[O:30])=[C:27]([O:42][CH2:43][CH2:44][CH2:45][CH2:46][S:47][CH3:48])[CH:26]=1>>[NH2:24][C:25]1[C:40]([Cl:41])=[CH:39][C:28]([C:29]([NH:31][CH2:32][CH2:33][N:34]([CH2:35][CH3:36])[CH2:37][CH3:38])=[O:30])=[C:27]([O:42][CH2:43][CH2:44][CH2:45][CH2:46][S:47]([CH3:48])=[O:7])[CH:26]=1. Procedure details: The general procedure from Example 21 is repeated except that the 4-amino-5-chloro-N-[2-(diethylamino)ethyl]-2-[2-(methylthio)ethoxy]benzamide utilized therein was replaced with the product from Step A to give the title compound in 78% yield after chromatography on silica and crystallization from methylene chloride-ether, as a solid, mp. 80°-83° C. Reactants: Cl (HCl), ClC1=C(C#N)C=CC(=C1)B1OC(C(O1)(C)C)(C)C (2-chloro-4-(4,4,5,5-tetramethyl-[1,3,2]dioxaborolan-2-yl)-benzonitrile), BrC=1C=NC=C(C1C(COCC)O)F (1-(3-bromo-5-fluoro-pyridin-4-yl)-2-ethoxy-ethanol), C([O-])([O-])=O.[Na+].[Na+] (sodium carbonate). Solvent: O1CCOCC1 (dioxane), C(Cl)Cl (DCM), CN(C)C=O (DMF), C(Cl)Cl (CH2Cl2), C(C)(=O)OCC (ethyl acetate). Conditions: temperature 100 celsius, time 30 minute. Yields the product ClC1=C(C#N)C=CC(=C1)C=1C=NC=C(C1C(COCC)O)F (2-chloro-4-[4-(2-ethoxy-1-hydroxy-ethyl)-5-fluoro-pyridin-3-yl]-benzonitrile), Cl (HCl). RXN SMILES: [Cl:1][C:2]1[CH:9]=[C:8](B2OC(C)(C)C(C)(C)O2)[CH:7]=[CH:6][C:3]=1[C:4]#[N:5].Br[C:20]1[CH:21]=[N:22][CH:23]=[C:24]([F:32])[C:25]=1[CH:26]([OH:31])[CH2:27][O:28][CH2:29][CH3:30].C(=O)([O-])[O-].[Na+].[Na+].[ClH:39]>C(OCC)(=O)C.C(Cl)Cl.O1CCOCC1.CN(C=O)C>[Cl:1][C:2]1[CH:9]=[C:8]([C:20]2[CH:21]=[N:22][CH:23]=[C:24]([F:32])[C:25]=2[CH:26]([OH:31])[CH2:27][O:28][CH2:29][CH3:30])[CH:7]=[CH:6][C:3]=1[C:4]#[N:5].[ClH:39] |f:2.3.4|. Reported procedure: A 25 mL round bottom flask was charged with 2-chloro-4-(4,4,5,5-tetramethyl-[1,3,2]dioxaborolan-2-yl)-benzonitrile (74 mg, 0.282 mmol), 1-(3-bromo-5-fluoro-pyridin-4-yl)-2-ethoxy-ethanol (62 mg, 0.235 mmol), 2M aqueous sodium carbonate (0.235 mL, 0.470 mmol) and DMF (5 mL). The reaction mixture was evacuated and flushed with N2 twice, followed by addition of PdCl2(dppf). CH2Cl2 adduct (9.6 mg, 0.012 mmol). The reaction was stirred under N2 at 100° C. for 30 min. The reaction mixture was cooled t...